From a dataset of the Open Reaction Database (ORD), a public repository of structured organic reaction records. describe an organic reaction: reactants, conditions, products, and yield Reactants: N#N.C(C)(C)(C)OC(CN(CCSCC)C([C@@H](NS(=O)(=O)C1=CC2=CC(=C(C=C2C=C1)OC)OC)CCCNC(N)=N)=O)=O (N2 (6,7-dimethoxy-2-naphthalenesulfonyl)-L-arginyl-N-(2-ethylthioethyl)glycine tert-butyl ester). The solvent is FC(C(=O)O)(F)F (trifluoroacetic acid). Yields the product N#N.COC=1C=C2C=CC(=CC2=CC1OC)S(=O)(=O)N[C@@H](CCCNC(N)=N)C(=O)N(CC(=O)O)CCSCC (N2 (6,7-dimethoxy-2-naphthalenesulfonyl)-L-arginyl-N-(2-ethylthioethyl)glycine). As a reaction SMILES: [N:1]#[N:2].C([O:7][C:8](=[O:44])[CH2:9][N:10]([C:16](=[O:43])[C@H:17]([CH2:36][CH2:37][CH2:38][NH:39][C:40](=[NH:42])[NH2:41])[NH:18][S:19]([C:22]1[CH:31]=[CH:30][C:29]2[C:24](=[CH:25][C:26]([O:34][CH3:35])=[C:27]([O:32][CH3:33])[CH:28]=2)[CH:23]=1)(=[O:21])=[O:20])[CH2:11][CH2:12][S:13][CH2:14][CH3:15])(C)(C)C>FC(F)(F)C(O)=O>[N:1]#[N:2].[CH3:33][O:32][C:27]1[CH:28]=[C:29]2[C:24](=[CH:25][C:26]=1[O:34][CH3:35])[CH:23]=[C:22]([S:19]([NH:18][C@H:17]([C:16]([N:10]([CH2:11][CH2:12][S:13][CH2:14][CH3:15])[CH2:9][C:8]([OH:44])=[O:7])=[O:43])[CH2:36][CH2:37][CH2:38][NH:39][C:40](=[NH:41])[NH2:42])(=[O:21])=[O:20])[CH:31]=[CH:30]2 |f:0.1,3.4|. Procedure: A solution of 5.0 g of N2 -(6,7-dimethoxy-2-naphthalenesulfonyl)-L-arginyl-N-(2-ethylthioethyl)glycine tert-butyl ester in 10 ml of trifluoroacetic acid was stirred for 5 hours at room temperature. At the end of this period, the reaction mixture was evaporated to dryness. The residue was washed several times with dry diethyl ether and chromatographed on 80 ml of Daiaion SK 102 ion exchange resin (200-300 mesh, H+ form, manufactured by Mitsubishi Chemical Industries Limited) packed in water, wash... Reactants: solution, C[Al](C)C (trimethylaluminum), Cl.C(C)N (ethylamine hydrochloride), solution, OC(CCCCC(=O)O)C (6-hydroxyheptanoic acid), Cl (HCl). Solvent: CCCCCC (hexane), C1(=CC=CC=C1)C (toluene), C1(=CC=CC=C1)C (toluene). Conditions: temperature 80 celsius, time 2.5 hour. Yields the product C(C)NC(CCCCC(C)O)=O (N-ethyl-6-hydroxyheptanamide). Isolated yield 81.9%. Reaction SMILES: Cl.[CH2:2]([NH2:4])[CH3:3].C[Al](C)C.[OH:9][CH:10]([CH3:18])[CH2:11][CH2:12][CH2:13][CH2:14][C:15](O)=[O:16].Cl>C1(C)C=CC=CC=1.CCCCCC>[CH2:2]([NH:4][C:15](=[O:16])[CH2:14][CH2:13][CH2:12][CH2:11][CH:10]([OH:9])[CH3:18])[CH3:3] |f:0.1|. Reported procedure: A stirred suspension of dry ethylamine hydrochloride (3.26 g, 0.04 mol) in toluene, under nitrogen, was cooled in an ice bath and treated during 40 minutes with 20 ml of a 2.0M solution of trimethylaluminum in hexane. The mixture was kept at 0° for 10 minutes and at ambient temperature for 2.5 hours. A portion of the resulting solution (46.8 ml) was added, under nitrogen, during 15 minutes to a solution of the product from Step I (2.0 g, 0.016 mol) in toluene (100 ml). This mixture was warmed at... Reactants: [N+](=O)([O-])C1=CC=C(C(=O)N2CCC(NC3=C2C=CC=C3)=O)C=C1 (5-(4-nitrobenzoyl)-1,3,4,5-tetrahydro-1,5-benzodiazepin-2(2H)-one), [H-].[Na+] (sodium hydride), BrCC(=O)OCC (ethyl bromoacetate). The solvent is O1CCCC1 (tetrahydrofuran), O1CCCC1 (tetrahydrofuran). Reaction conditions: temperature 0 celsius, time 5 minute. Yields the product C(C)OC(=O)CN1C(CCN(C2=C1C=CC=C2)C(C2=CC=C(C=C2)[N+](=O)[O-])=O)=O (1-ethoxycarbonylmethyl-5-(4-nitrobenzoyl)-1,3,4,5-tetrahydro-1,5-benzodiazepin-2(2H)-one). The yield is 67.7%. As a reaction SMILES: [H-].[Na+].[N+:3]([C:6]1[CH:25]=[CH:24][C:9]([C:10]([N:12]2[C:18]3[CH:19]=[CH:20][CH:21]=[CH:22][C:17]=3[NH:16][C:15](=[O:23])[CH2:14][CH2:13]2)=[O:11])=[CH:8][CH:7]=1)([O-:5])=[O:4].Br[CH2:27][C:28]([O:30][CH2:31][CH3:32])=[O:29]>O1CCCC1>[CH2:31]([O:30][C:28]([CH2:27][N:16]1[C:17]2[CH:22]=[CH:21][CH:20]=[CH:19][C:18]=2[N:12]([C:10](=[O:11])[C:9]2[CH:8]=[CH:7][C:6]([N+:3]([O-:5])=[O:4])=[CH:25][CH:24]=2)[CH2:13][CH2:14][C:15]1=[O:23])=[O:29])[CH3:32] |f:0.1|. Procedure: To a suspension of sodium hydride (60% oil suspension, 154 mg) in tetrahydrofuran (4 ml) was added a solution of 5-(4-nitrobenzoyl)-1,3,4,5-tetrahydro-1,5-benzodiazepin-2(2H)-one (800 mg) in tetrahydrofuran (6 ml) at 0° C. and the mixture was stirred at 0° C. for 5 minutes. To the mixture was added ethyl bromoacetate (472 mg) and then the mixture was stirred at ambient temperature overnight. The reaction was quenched with saturated ammonium chloride aqueous solution and the resultant mixture was... Reactants: C(C1=CC=CC=C1)ON1C(C2=CC=CC=3C2=C(C1=O)C=C(C3Br)O)=O (2-Benzyloxy-6-bromo-5-hydroxy-benzo[de]isoquinoline-1,3-dione), C([O-])([O-])=O.[K+].[K+] (potassium carbonate), S(=O)(=O)(OC)OC (dimethyl sulfate). Solvent: CC(=O)C (acetone). The product is C(C1=CC=CC=C1)ON1C(C2=CC=CC=3C2=C(C1=O)C=C(C3Br)OC)=O (2-Benzyloxy-6-bromo-5-methoxy-benzo[de]isoquinoline-1,3-dione). Yield: 92.2%. Reaction SMILES: [CH2:1]([O:8][N:9]1[C:18](=[O:19])[C:17]2[CH:20]=[C:21]([OH:24])[C:22]([Br:23])=[C:15]3[C:16]=2[C:11](=[CH:12][CH:13]=[CH:14]3)[C:10]1=[O:25])[C:2]1[CH:7]=[CH:6][CH:5]=[CH:4][CH:3]=1.[C:26](=O)([O-])[O-].[K+].[K+].S(OC)(OC)(=O)=O>CC(C)=O>[CH2:1]([O:8][N:9]1[C:18](=[O:19])[C:17]2[CH:20]=[C:21]([O:24][CH3:26])[C:22]([Br:23])=[C:15]3[C:16]=2[C:11](=[CH:12][CH:13]=[CH:14]3)[C:10]1=[O:25])[C:2]1[CH:3]=[CH:4][CH:5]=[CH:6][CH:7]=1 |f:1.2.3|. Reported procedure: 2-Benzyloxy-6-bromo-5-hydroxy-benzo[de]isoquinoline-1,3-dione (2.0 g, 5.0 mmol, from Example Y), potassium carbonate (2.75 g, 20.0 mmol), and dimethyl sulfate (2.7 g, 21.0 mmol) were reacted in acetone (300 mL) following the procedure as described in Example J to give 1.9 g of the title compound. The reactants are ClCCl, Cl, O=C(Cl)c1ccc(C(F)(F)F)cc1, Cc1ccc(C(=O)CN)s1, [Na+], [OH-]. Yields the product Cc1ccc(C(=O)CNC(=O)c2ccc(C(F)(F)F)cc2)s1. As a reaction SMILES: [CH2:27]([Cl:28])[Cl:29].[ClH:1].[F:12][C:13]([c:14]1[cH:15][cH:16][c:17]([C:18](=[O:19])[Cl:20])[cH:21][cH:22]1)([F:23])[F:24].[NH2:2][CH2:3][C:4](=[O:5])[c:6]1[s:7][c:8]([CH3:11])[cH:9][cH:10]1.[Na+:26].[OH-:25]>>[NH:2]([CH2:3][C:4](=[O:5])[c:6]1[s:7][c:8]([CH3:11])[cH:9][cH:10]1)[C:18]([c:17]1[cH:16][cH:15][c:14]([C:13]([F:12])([F:23])[F:24])[cH:22][cH:21]1)=[O:19]. Reactants: solution, ClCCl (dichloromethane), CC=1C=CC=C2CCCC(C12)C(=O)O (8-Methyl-1,2,3,4-tetrahydro-naphthalene-1-carboxylic acid). Run in O1CCCC1 (tetrahydrofuran). Reaction conditions: time 15 minute. The product is CC=1C=CC=C2CCCC(C12)CO ((8-methyl-1,2,3,4-tetrahydro-naphthalen-1-yl)-methanol). As a reaction SMILES: [CH3:1][C:2]1[CH:3]=[CH:4][CH:5]=[C:6]2[C:11]=1[CH:10]([C:12](O)=[O:13])[CH2:9][CH2:8][CH2:7]2.ClCCl>O1CCCC1>[CH3:1][C:2]1[CH:3]=[CH:4][CH:5]=[C:6]2[C:11]=1[CH:10]([CH2:12][OH:13])[CH2:9][CH2:8][CH2:7]2. Procedure: 8-Methyl-1,2,3,4-tetrahydro-naphthalene-1-carboxylic acid (J. Org. Chem. 1982, 47, 2590-2593) (0.066 g, 0.34 mmol) was dissolved in tetrahydrofuran (3 mL). To the solution was then added at 0° C. a 1.0M solution of borane-methyl sulfide complex in dichloromethane (0.7 mL, 0.69 mmol). The reaction mixture was stirred at room temperature for 15 minutes, refluxed for 2 hrs, then cooled down to 0° C. and quenched with methanol. The solvent was then evaporated in vacuo to yield a crude oil. The crude... Starting materials: CC(C)(C)OC(=O)N1CCC(n2c(=O)[nH]c3cc(F)ccc32)CC1, O=C([O-])[O-], CCOC(C)=O, [Cs+], [Cs+], FC(F)(F)CI, CN(C)C=O. Yields the product CC(C)(C)OC(=O)N1CCC(n2c(=O)n(CC(F)(F)F)c3cc(F)ccc32)CC1. Reaction SMILES: [C:1]([CH3:2])([CH3:3])([CH3:4])[O:5][C:6](=[O:7])[N:8]1[CH2:9][CH2:10][CH:11]([n:14]2[c:15](=[O:24])[nH:16][c:17]3[c:18]2[cH:19][cH:20][c:21]([F:23])[cH:22]3)[CH2:12][CH2:13]1.[C:25](=[O:26])([O-:27])[O-:28].[CH3:42][CH2:43][O:44][C:45]([CH3:46])=[O:47].[Cs+:29].[Cs+:30].[F:31][C:32]([CH2:33][I:34])([F:35])[F:36].[O:37]=[CH:38][N:39]([CH3:40])[CH3:41]>>[C:1]([CH3:2])([CH3:3])([CH3:4])[O:5][C:6](=[O:7])[N:8]1[CH2:9][CH2:10][CH:11]([n:14]2[c:15](=[O:24])[n:16]([CH2:33][C:32]([F:31])([F:35])[F:36])[c:17]3[c:18]2[cH:19][cH:20][c:21]([F:23])[cH:22]3)[CH2:12][CH2:13]1.